Task: describe an organic reaction: reactants, conditions, products, and yield. Dataset: the Open Reaction Database (ORD), a public repository of structured organic reaction records Reactants: CC(C)=O, N#N, c1ccc(COc2ccc3cc[nH]c3c2)cc1. The product is Oc1ccc2cc[nH]c2c1. RXN SMILES: [CH3:20][C:21](=[O:22])[CH3:23].[N:18]#[N:19].[c:1]1([CH2:2][O:8][c:9]2[cH:10][cH:11][c:12]3[cH:13][cH:14][nH:15][c:16]3[cH:17]2)[cH:3][cH:4][cH:5][cH:6][cH:7]1>>[OH:8][c:9]1[cH:10][cH:11][c:12]2[cH:13][cH:14][nH:15][c:16]2[cH:17]1. Reactants: Brc1cncnc1, Cc1csc(NC(=O)c2nc(C(C)(C)O[SiH2]C(C)(C)C)ccc2N)n1, [Pd]. Yields the product Cc1csc(NC(=O)c2nc(C(C)(C)O[SiH2]C(C)(C)C)ccc2Nc2cncnc2)n1. RXN SMILES: [Br:26][c:27]1[cH:28][n:29][cH:30][n:31][cH:32]1.[CH3:1][c:2]1[n:3][c:4]([NH:7][C:8](=[O:9])[c:10]2[n:11][c:12]([C:17]([O:18][SiH2:19][C:20]([CH3:21])([CH3:22])[CH3:23])([CH3:24])[CH3:25])[cH:13][cH:14][c:15]2[NH2:16])[s:5][cH:6]1.[Pd:33]>>[CH3:1][c:2]1[n:3][c:4]([NH:7][C:8](=[O:9])[c:10]2[n:11][c:12]([C:17]([O:18][SiH2:19][C:20]([CH3:21])([CH3:22])[CH3:23])([CH3:24])[CH3:25])[cH:13][cH:14][c:15]2[NH:16][c:27]2[cH:28][n:29][cH:30][n:31][cH:32]2)[s:5][cH:6]1. As a reaction SMILES: [Br:1][c:2]1[n:3][c:4]([CH3:17])[c:5]2[n:6]1[c:7]1[cH:8][c:9]([F:16])[cH:10][cH:11][c:12]1[n:13][c:14]2[CH3:15].[F:18][c:19]1[c:20]([B:26]([OH:27])[OH:28])[cH:21][cH:22][c:23]([F:25])[cH:24]1.[K+:29].[K+:30].[O-:31][C:32]([O-:33])=[O:34].[cH:35]1[cH:36][cH:37][c:38]([P:39]([Pd:40]([P:41]([c:42]2[cH:43][cH:44][cH:45][cH:46][cH:47]2)([c:48]2[cH:49][cH:50][cH:51][cH:52][cH:53]2)[c:54]2[cH:55][cH:56][cH:57][cH:58][cH:59]2)([P:60]([c:61]2[cH:62][cH:63][cH:64][cH:65][cH:66]2)([c:67]2[cH:68][cH:69][cH:70][cH:71][cH:72]2)[c:73]2[cH:74][cH:75][cH:76][cH:77][cH:78]2)[P:79]([c:80]2[cH:81][cH:82][cH:83][cH:84][cH:85]2)([c:86]2[cH:87][cH:88][cH:89][cH:90][cH:91]2)[c:92]2[cH:93][cH:94][cH:95][cH:96][cH:97]2)([c:98]2[cH:99][cH:100][cH:101][cH:102][cH:103]2)[c:104]2[cH:105][cH:106][cH:107][cH:108][cH:109]2)[cH:110][cH:111]1>>[c:2]1(-[c:20]2[c:19]([F:18])[cH:24][c:23]([F:25])[cH:22][cH:21]2)[n:3][c:4]([CH3:17])[c:5]2[n:6]1[c:7]1[cH:8][c:9]([F:16])[cH:10][cH:11][c:12]1[n:13][c:14]2[CH3:15]. Starting materials: Cc1nc(Br)n2c1c(C)nc1ccc(F)cc12, OB(O)c1ccc(F)cc1F, [K+], [K+], O=C([O-])[O-], c1ccc(P(c2ccccc2)(c2ccccc2)[Pd](P(c2ccccc2)(c2ccccc2)c2ccccc2)(P(c2ccccc2)(c2ccccc2)c2ccccc2)P(c2ccccc2)(c2ccccc2)c2ccccc2)cc1. The product is Cc1nc(-c2ccc(F)cc2F)n2c1c(C)nc1ccc(F)cc12.